From a dataset of the Open Reaction Database (ORD), a public repository of structured organic reaction records. describe an organic reaction: reactants, conditions, products, and yield Starting materials: 16g, C(C)OC(=O)C1N=COC1C(=C)CC (5-(buten-2-yl)-2-oxazoline-4-carboxylic acid ethyl ester), C(C)O.O (ethanol water). Yields the product C(C)OC(C(C(C(=C)CC)O)NC=O)=O (2-formylamino-3-hydroxy-4-ethyl-4-pentenoic acid ethyl ester). RXN SMILES: [CH2:1]([O:3][C:4]([CH:6]1[CH:10]([C:11]([CH2:13][CH3:14])=[CH2:12])[O:9][CH:8]=[N:7]1)=[O:5])[CH3:2].C([OH:17])C.O>>[CH2:1]([O:3][C:4](=[O:5])[CH:6]([NH:7][CH:8]=[O:17])[CH:10]([OH:9])[C:11]([CH2:13][CH3:14])=[CH2:12])[CH3:2] |f:1.2|. Procedure details: The starting material is manufactured as follows: Reaction of 2-methylene-butyraldehyde with isocyanoacetic acid ethyl ester in a manneranalogous to that described in Example 1 yields 5-(buten-2-yl)-2-oxazoline-4-carboxylic acid ethyl ester. A solution of 16g of 5-(buten-2-yl)-2-oxazoline-4-carboxylic acid ethyl ester in 100 ml of ethanol/water (1:1) is heated at the boil, under reflux, for 15 hours. Thewhole is concentrated by evaporation in vacuo, the residue is taken up in 200 ml of dichlorom... Starting materials: C1(=C(C=CC=C1)CN1C(=CC2=C(C=CC=C12)OC)CC)C1=CC=CC=C1 (1-([1,1′-biphenyl]-2-ylmethyl)-2-ethyl-4-methoxy-1H-indole). The solvent is B(Br)(Br)Br.C(Cl)Cl (BBr3 CH2Cl2). Product: C1(=C(C=CC=C1)CN1C(=CC2=C(C=CC=C12)O)CC)C1=CC=CC=C1 (1-([1,1′-biphenyl]-2-ylmethyl)-2-ethyl-4-hydroxy-1H-indole). Yield: 69.3%. As a reaction SMILES: [C:1]1([C:21]2[CH:26]=[CH:25][CH:24]=[CH:23][CH:22]=2)[CH:6]=[CH:5][CH:4]=[CH:3][C:2]=1[CH2:7][N:8]1[C:16]2[C:11](=[C:12]([O:17]C)[CH:13]=[CH:14][CH:15]=2)[CH:10]=[C:9]1[CH2:19][CH3:20]>B(Br)(Br)Br.C(Cl)Cl>[C:1]1([C:21]2[CH:26]=[CH:25][CH:24]=[CH:23][CH:22]=2)[CH:6]=[CH:5][CH:4]=[CH:3][C:2]=1[CH2:7][N:8]1[C:16]2[C:11](=[C:12]([OH:17])[CH:13]=[CH:14][CH:15]=2)[CH:10]=[C:9]1[CH2:19][CH3:20] |f:1.2|. Reported procedure: By the method used in Example 1, Part D, 911 mg (2.6 mmol) of 1-([1,1′-biphenyl]-2-ylmethyl)-2-ethyl-4-methoxy-1H-indole was O-demethylated by treating it with 10 mL of 1M BBr3/CH2Cl2. The crude product was chromatographed on silica gel and eluted with 20% EtOAc/hexane to give 590 mg (69% yield) of 1-([1,1′-biphenyl]-2-ylmethyl)-2-ethyl-4-hydroxy-1H-indole as an oil. Reactants: OC=1C=C2C(=NC=NC2=CC1OC)N1CCC(CC1)N1C(N(C2=CC=C(C=C2C1=O)C)C)=O (1,2,3,4-Tetrahydro-3-[1-(6-hydroxy-7-methoxy-4-quinazolinyl)-4-piperidinyl]-1,6-dimethyl-2,4-dioxoquinazoline), C(CC)I (propyl iodide). Product: COC1=C(C=C2C(=NC=NC2=C1)N1CCC(CC1)N1C(N(C2=CC=C(C=C2C1=O)C)C)=O)OCCC (1,2,3,4-Tetrahydro-3-[1-(7-methoxy-6-propoxy-4-quinazolinyl)-4-piperidinyl]-1,6-dimethyl-2,4-dioxoquinazoline). The yield is 64.0%. Reaction SMILES: [OH:1][C:2]1[CH:3]=[C:4]2[C:9](=[CH:10][C:11]=1[O:12][CH3:13])[N:8]=[CH:7][N:6]=[C:5]2[N:14]1[CH2:19][CH2:18][CH:17]([N:20]2[C:29](=[O:30])[C:28]3[C:23](=[CH:24][CH:25]=[C:26]([CH3:31])[CH:27]=3)[N:22]([CH3:32])[C:21]2=[O:33])[CH2:16][CH2:15]1.[CH2:34](I)[CH2:35][CH3:36]>>[CH3:13][O:12][C:11]1[CH:10]=[C:9]2[C:4]([C:5]([N:14]3[CH2:19][CH2:18][CH:17]([N:20]4[C:29](=[O:30])[C:28]5[C:23](=[CH:24][CH:25]=[C:26]([CH3:31])[CH:27]=5)[N:22]([CH3:32])[C:21]4=[O:33])[CH2:16][CH2:15]3)=[N:6][CH:7]=[N:8]2)=[CH:3][C:2]=1[O:1][CH2:34][CH2:35][CH3:36]. Reported procedure: The procedure similar to that described in Example 1 was repeated, except that 100.0 mg (0.22 mmol) of Compound 90 obtained in Example 80 was used in place of Compound 24 and propyl iodide was used in place of methyl iodide. As a result, 69.0 mg (yield: 64%) of Compound 92 was obtained as white crystals. Starting materials: ClC1=C(C=NC2=CC=CC=C12)NC(C)=O (N-(4-chloroquinolin-3-yl)acetamide), Cl.O(C1=CC=CC=C1)CCON (O-(2-phenoxyethyl)hydroxylamine hydrochloride), Cl.CON (O-methylhydroxylamine hydrochloride). Yields the product CC=1N(C2=C(C=NC=3C=CC=CC23)N1)OCCOC1=CC=CC=C1 (2-Methyl-1-(2-phenoxyethoxy)-1H-imidazo[4,5-c]quinoline). Yield: 65.0%. Reaction SMILES: Cl[C:2]1[C:11]2[C:6](=[CH:7][CH:8]=[CH:9][CH:10]=2)[N:5]=[CH:4][C:3]=1[NH:12][C:13](=O)[CH3:14].Cl.[O:17]([CH2:24][CH2:25][O:26][NH2:27])[C:18]1[CH:23]=[CH:22][CH:21]=[CH:20][CH:19]=1.Cl.CON>>[CH3:14][C:13]1[N:27]([O:26][CH2:25][CH2:24][O:17][C:18]2[CH:23]=[CH:22][CH:21]=[CH:20][CH:19]=2)[C:2]2[C:11]3[CH:10]=[CH:9][CH:8]=[CH:7][C:6]=3[N:5]=[CH:4][C:3]=2[N:12]=1 |f:1.2,3.4|. Reported procedure: The method of Part B of Example 25 was used to treat N-(4-chloroquinolin-3-yl)acetamide (2.9 g, 13 mmol) with O-(2-phenoxyethyl)hydroxylamine hydrochloride (2.5 g, 13 mmol) in lieu of O-methylhydroxylamine hydrochloride with the modification that the reaction was heated at reflux overnight. 2-Methyl-1-(2-phenoxyethoxy)-1H-imidazo[4,5-c]quinoline (2.7 g) was obtained as a dark oil. The reactants are BrCC=1N(C2=NC(=NC(=C2N1)N1CCOCC1)N1C(=NC2=C1C=CC=C2)C)C (4-(8-(Bromomethyl)-9-methyl-2-(2-methyl-1H-benzo[d]imidazol-1-yl)-9H-purin-6-yl)morpholine), C1C2N(CCN1)CCCC2 (octahydro-1H-pyrido[1,2-a]pyrazine). The product is C1C2N(CCN1CC=1N(C3=NC(=NC(=C3N1)N1CCOCC1)N1C(=NC3=C1C=CC=C3)C)C)CCCC2 (4-(8-((dihydro-1H-pyrido[1,2-a]pyrazin-2(6H,7H,8H,9H,9aH)-yl)methyl)-9-methyl-2-(2-methyl-1H-benzo[d]imidazol-1-yl)-9H-purin-6-yl)morpholine). Reaction SMILES: Br[CH2:2][C:3]1[N:4]([CH3:28])[C:5]2[C:10]([N:11]=1)=[C:9]([N:12]1[CH2:17][CH2:16][O:15][CH2:14][CH2:13]1)[N:8]=[C:7]([N:18]1[C:22]3[CH:23]=[CH:24][CH:25]=[CH:26][C:21]=3[N:20]=[C:19]1[CH3:27])[N:6]=2.[CH2:29]1[NH:34][CH2:33][CH2:32][N:31]2[CH2:35][CH2:36][CH2:37][CH2:38][CH:30]12>>[CH2:29]1[N:34]([CH2:2][C:3]2[N:4]([CH3:28])[C:5]3[C:10]([N:11]=2)=[C:9]([N:12]2[CH2:17][CH2:16][O:15][CH2:14][CH2:13]2)[N:8]=[C:7]([N:18]2[C:22]4[CH:23]=[CH:24][CH:25]=[CH:26][C:21]=4[N:20]=[C:19]2[CH3:27])[N:6]=3)[CH2:33][CH2:32][N:31]2[CH2:35][CH2:36][CH2:37][CH2:38][CH:30]12. Procedure: 4-(8-(Bromomethyl)-9-methyl-2-(2-methyl-1H-benzo[d]imidazol-1-yl)-9H-purin-6-yl)morpholine (50 mg) was reacted with octahydro-1H-pyrido[1,2-a]pyrazine via General Procedure E to give 24 mg of 284 following reverse phase purification. MS (Q1) 502.3 (M)+ Reaction SMILES: [C:40](=[O:41])([OH:42])[O-:43].[CH3:45][N:46]([CH3:47])[CH:48]=[O:49].[Cl:32][CH2:33][CH2:34][N:35]1[CH2:36][CH2:37][CH2:38][CH2:39]1.[ClH:31].[H-:29].[Na+:30].[Na+:44].[OH:1][c:2]1[cH:3][cH:4][c:5](-[c:8]2[cH:9][c:10](-[c:19]3[cH:20][c:21]4[c:25]([cH:26][cH:27]3)[C:24](=[O:28])[CH2:23][CH2:22]4)[c:11](-[c:13]3[cH:14][cH:15][n:16][cH:17][cH:18]3)[o:12]2)[cH:6][cH:7]1>>[O:1]([c:2]1[cH:3][cH:4][c:5](-[c:8]2[cH:9][c:10](-[c:19]3[cH:20][c:21]4[c:25]([cH:26][cH:27]3)[C:24](=[O:28])[CH2:23][CH2:22]4)[c:11](-[c:13]3[cH:14][cH:15][n:16][cH:17][cH:18]3)[o:12]2)[cH:6][cH:7]1)[CH2:33][CH2:34][N:35]1[CH2:36][CH2:37][CH2:38][CH2:39]1. Yields the product O=C1CCc2cc(-c3cc(-c4ccc(OCCN5CCCC5)cc4)oc3-c3ccncc3)ccc21. Starting materials: O=C([O-])O, CN(C)C=O, ClCCN1CCCC1, Cl, [H-], [Na+], [Na+], O=C1CCc2cc(-c3cc(-c4ccc(O)cc4)oc3-c3ccncc3)ccc21. Reactants: COC(=O)Cc1ccc(C#Cc2ccc(C3(OCc4ccccc4)CC3)c(C)c2)cc1, CCO, [Na+], [OH-]. The product is Cc1cc(C#Cc2ccc(CC(=O)O)cc2)ccc1C1(OCc2ccccc2)CC1. RXN SMILES: [CH2:1]([c:2]1[cH:3][cH:4][cH:5][cH:6][cH:7]1)[O:8][C:9]1([c:12]2[c:13]([CH3:31])[cH:14][c:15]([C:18]#[C:19][c:20]3[cH:21][cH:22][c:23]([CH2:26][C:27](=[O:28])[O:29][CH3:30])[cH:24][cH:25]3)[cH:16][cH:17]2)[CH2:10][CH2:11]1.[CH3:34][CH2:35][OH:36].[Na+:33].[OH-:32]>>[CH2:1]([c:2]1[cH:3][cH:4][cH:5][cH:6][cH:7]1)[O:8][C:9]1([c:12]2[c:13]([CH3:31])[cH:14][c:15]([C:18]#[C:19][c:20]3[cH:21][cH:22][c:23]([CH2:26][C:27](=[O:28])[OH:29])[cH:24][cH:25]3)[cH:16][cH:17]2)[CH2:10][CH2:11]1. Starting materials: O=C([O-])[O-], ClCCl, [K+], [K+], CCC(=O)c1cccc(O)c1, Cc1ccc(S(=O)(=O)Cl)cc1. Product: CCC(=O)c1cccc(OS(=O)(=O)c2ccc(C)cc2)c1. As a reaction SMILES: [C:12](=[O:13])([O-:14])[O-:15].[Cl:29][CH2:30][Cl:31].[K+:16].[K+:17].[OH:1][c:2]1[cH:3][c:4]([C:8]([CH2:9][CH3:10])=[O:11])[cH:5][cH:6][cH:7]1.[c:18]1([CH3:28])[cH:19][cH:20][c:21]([S:24](=[O:25])(=[O:26])[Cl:27])[cH:22][cH:23]1>>[O:1]([c:2]1[cH:3][c:4]([C:8]([CH2:9][CH3:10])=[O:11])[cH:5][cH:6][cH:7]1)[S:24]([c:21]1[cH:20][cH:19][c:18]([CH3:28])[cH:23][cH:22]1)(=[O:25])=[O:26]. Reactants: C1(=CC=CC=C1)P(=O)(C1=CC=CC=C1)OC=1[C@@H]([C@H]2N(C1C(=O)OCC1=CC=C(C=C1)[N+](=O)[O-])C([C@@H]2[C@@H](C)O)=O)C (4-nitrobenzyl (1R,5R,6S)-2-(diphenylphosphoryloxy)-6-[(1R)-1-hydroxyethyl]-1-methyl-1-carbapen-2-em-3-carboxylate), S[C@H]1C[C@H](N(C1)C)C(=O)N1C[C@H](CC1)N(C(=N)N)C(=O)OCC1=CC=C(C=C1)[N+](=O)[O-] ((2S,4S)-4-mercapto-1-methyl-2-[(3S)-3-(4-nitrobenzyloxycarbonylguanidino)pyrrolidin-1-ylcarbonyl]pyrrolidine). Yields the product N(C(=N)N)[C@@H]1CN(CC1)C(=O)[C@H]1N(C[C@H](C1)SC=1[C@@H]([C@H]2N(C1C(=O)O)C([C@@H]2[C@@H](C)O)=O)C)C ((1R,5S,6S)-2-[(2S,4S)-2-[(3S)-3-Guanidinopyrrolidin-1-ylcarbonyl)-1-methylpyrrolidin-4-ylthio]-6-[(1R)-1-hydroxyethyl]-1-methyl-1-carbapen-2em-3-carboxylic acid). As a reaction SMILES: C1(P(O[C:16]2[C@H:17]([CH3:40])[C@@H:18]3[C@@H:35]([C@H:36]([OH:38])[CH3:37])[C:34](=[O:39])[N:19]3[C:20]=2[C:21]([O:23]CC2C=CC([N+]([O-])=O)=CC=2)=[O:22])(C2C=CC=CC=2)=O)C=CC=CC=1.[SH:41][C@@H:42]1[CH2:46][N:45]([CH3:47])[C@H:44]([C:48]([N:50]2[CH2:54][CH2:53][C@H:52]([N:55](C(OCC3C=CC([N+]([O-])=O)=CC=3)=O)[C:56]([NH2:58])=[NH:57])[CH2:51]2)=[O:49])[CH2:43]1>>[NH:55]([C@H:52]1[CH2:53][CH2:54][N:50]([C:48]([C@@H:44]2[CH2:43][C@H:42]([S:41][C:16]3[C@H:17]([CH3:40])[C@@H:18]4[C@@H:35]([C@H:36]([OH:38])[CH3:37])[C:34](=[O:39])[N:19]4[C:20]=3[C:21]([OH:23])=[O:22])[CH2:46][N:45]2[CH3:47])=[O:49])[CH2:51]1)[C:56]([NH2:58])=[NH:57]. Reported procedure: A procedure similar to that described in Example 101 was repeated, but using 4-nitrobenzyl (1R,5R,6S)-2-(diphenylphosphoryloxy)-6-[(1R)-1-hydroxyethyl]-1-methyl-1-carbapen-2-em-3-carboxylate (prepared as described in preparation 123) and (2S,4S)-4-mercapto-1-methyl-2-[(3S)-3-(4-nitrobenzyloxycarbonylguanidino)pyrrolidin-1-ylcarbonyl]pyrrolidine (prepared as described in Preparation 99) as starting materials, in relative proportions similar to those used in that Example, to obtain the title compo... The reactants are alcohol, P(=O)([O-])([O-])[O-] (phosphate), C=1N=C(C2=C(N1)N(C=N2)[C@H]3[C@@H]([C@@H]([C@H](O3)COP(=O)(O)OP(=O)(O)OC[C@@H]4[C@H]([C@H]([C@@H](O4)N5C=CCC(=C5)C(=O)N)O)O)O)O)N (NAD), C(C1=CC=CC=C1)(=O)C(=O)OC (methyl benzoylformate), Compound 5, [OH-].[Na+] (NaOH). Run in C(C)OCC (ethyl ether), CCCCCC (hexane), CCCCCC (hexane), CC(C)O (2-propanol). Yields the product C1(=CC=CC=C1)[C@@H]1[C@H](C1)CO ((S,S)-2-Phenylcyclo-propylmethanol). RXN SMILES: C1N=C(N)C2N=CN([C@@H]3O[C@H](COP(OP(OC[C@H]4O[C@@H](N5[CH:36]=[C:35]([C:37](N)=[O:38])[CH2:34][CH:33]=[CH:32]5)[C@H](O)[C@@H]4O)(O)=O)(O)=O)[C@@H](O)[C@H]3O)C=2N=1.[C:45]([C:53](OC)=O)(=O)[C:46]1C=CC=C[CH:47]=1.P([O-])([O-])([O-])=O.[OH-].[Na+]>C(OCC)C.CCCCCC.CC(O)C>[C:33]1([C@H:34]2[CH2:36][C@@H:35]2[CH2:37][OH:38])[CH:32]=[CH:47][CH:46]=[CH:45][CH:53]=1 |f:3.4|. Procedure: A reaction mixture was formed by admixing (i) 50 mg NAD, (ii) 4 ml of 2-propanol and (iii) 5 mmoles of 1-carboxyaldehyde-2-phenylcyclopropane (Example 5), Compound 5, in a liquid medium containing 1 gm of lyophilized PED alcohol dehydrogenase preparation, 75 ml of 50 mM phosphate buffer, pH 7.1, and 25 ml of hexane. The pH of the reaction was maintained constant by addition of 1N NaOH. The reaction mixture was maintained at room temperature until product formation stopped. When product formation...